This data is from the Open Reaction Database (ORD), a public repository of structured organic reaction records. The task is: describe an organic reaction: reactants, conditions, products, and yield Reactants: Cl (HCl), OB1OC(C2=C1C=C(C=C2C)O)CC(=O)OCC (ethyl 2-(1,6-dihydroxy-4-methyl-1,3-dihydrobenzo[c][1,2]oxaborol-3-yl)acetate), [Li+].[OH-] (LiOH). Run in CO (MeOH), O (H2O). Run at time 1.5 hour. Product: OB1OC(C2=C1C=C(C=C2C)O)CC(=O)O (2-(1,6-dihydroxy-4-methyl-1,3-dihydrobenzo[c][1,2]oxaborol-3-yl)acetic acid). As a reaction SMILES: [OH:1][B:2]1[C:6]2[CH:7]=[C:8]([OH:12])[CH:9]=[C:10]([CH3:11])[C:5]=2[CH:4]([CH2:13][C:14]([O:16]CC)=[O:15])[O:3]1.[Li+].[OH-].Cl>CO.O>[OH:1][B:2]1[C:6]2[CH:7]=[C:8]([OH:12])[CH:9]=[C:10]([CH3:11])[C:5]=2[CH:4]([CH2:13][C:14]([OH:16])=[O:15])[O:3]1 |f:1.2|. Procedure: To a solution of ethyl 2-(1,6-dihydroxy-4-methyl-1,3-dihydrobenzo[c][1,2]oxaborol-3-yl)acetate (300 mg, 1.2 mmol) in MeOH (2 mL) was added LiOH (144 mg, 6 mmol) in 5 ml H2O at 0° C. The reaction mixture was stirred at room temperature for 1.5 h and acidified by 1N HCl to pH=5.0. The resulting mixture was extracted with EtOAc (3×20 mL) and the combined organic layers were dried over anhydrous Na2SO4 and concentrated in vacuo to give a crude product, which was used directly in next step without fu... Reactants: ClC=1C=C(C=C(C1)C(=C(Cl)Cl)Cl)C (3-chloro-5-(trichlorovinyl)toluene), C(C1=CC=CC=C1)(=O)OOC(C1=CC=CC=C1)=O (dibenzoyl peroxide), BrN1C(CCC1=O)=O (N-Bromosuccinimide). Solvent: C1=CC=CC=C1 (benzene). Product: dibromide, ClC=1C=C(CBr)C=C(C1)C(=C(Cl)Cl)Cl (3-Chloro-5-(trichlorovinyl)benzyl bromide). The yield is 66.4%. RXN SMILES: [Cl:1][C:2]1[CH:3]=[C:4]([CH3:13])[CH:5]=[C:6]([C:8]([Cl:12])=[C:9]([Cl:11])[Cl:10])[CH:7]=1.C(OOC(=O)C1C=CC=CC=1)(=O)C1C=CC=CC=1.[Br:32]N1C(=O)CCC1=O>C1C=CC=CC=1>[Cl:1][C:2]1[CH:3]=[C:4]([CH:5]=[C:6]([C:8]([Cl:12])=[C:9]([Cl:10])[Cl:11])[CH:7]=1)[CH2:13][Br:32]. Procedure details: A solution of 3-chloro-5-(trichlorovinyl)toluene (7.56 g) and dibenzoyl peroxide (0.5 g) in 250 ml of benzene was heated at reflux. N-Bromosuccinimide (6.04 g) was added in portions and the reaction mixture stirred at reflux for 3 hours. The mixture was then evaporated and the residue titurated with hexane (200 ml). The precipitated succinimide was removed by filtration and washed with hexane (2 x 25 ml). The hexane was concentrated and the residual oil (10.1 g) chromatographed on silica with pe... Reactants: C(=O)(OC)CCCCCCC1=C(C=CC(=C1C=O)OC)OC (2-(6-carbomethoxyhexyl)-3-formyl-1,4-dimethoxybenzene), [H-].[Na+] (sodium hydride), C(OC)COC (dimethoxyethane), C(OC)COC (dimethoxyethane), P(OCC(CCCCC(C)C)=O)([O-])=O (dimethyl(2-oxoheptyl) phosphonate), C(OC)COC (dimethoxyethane). The solvent is C(C)(=O)O (acetic acid). Conditions: temperature 85 celsius. The product is COC1=C(C(=C(C=C1)OC)\C=C\C(CCCCC)=O)CCCCCCC(=O)OC (1,4-dimethoxy-2-(6-carbomethoxyhexyl)-3-(3-oxo-trans-1-octenyl)benzene). As a reaction SMILES: [H-].[Na+].C(COC)OC.P(=O)([O-])O[CH2:11][C:12](=[O:20])[CH2:13][CH2:14][CH2:15][CH2:16][CH:17](C)C.[C:23]([CH2:27][CH2:28][CH2:29][CH2:30][CH2:31][CH2:32][C:33]1[C:38]([CH:39]=O)=[C:37]([O:41][CH3:42])[CH:36]=[CH:35][C:34]=1[O:43][CH3:44])([O:25][CH3:26])=[O:24]>C(O)(=O)C>[CH3:44][O:43][C:34]1[CH:35]=[CH:36][C:37]([O:41][CH3:42])=[C:38](/[CH:39]=[CH:11]/[C:12](=[O:20])[CH2:13][CH2:14][CH2:15][CH2:16][CH3:17])[C:33]=1[CH2:32][CH2:31][CH2:30][CH2:29][CH2:28][CH2:27][C:23]([O:25][CH3:26])=[O:24] |f:0.1|. Procedure: To a slurry of 278 mg. of a dispersion of sodium hydride in mineral oil in 40 ml. of dimethoxyethane is added a solution of 1.33 g. of dimethyl(2-oxoheptyl) phosphonate in 40 ml. of dimethoxyethane and the mixture is stirred for one hour. 1.41 g. of the aldehyde in 40 ml. of dimethoxyethane is added and the mixture heated at 85° C. for eighteen hours. The mixture is then cooled and neutralized with acetic acid and the solvent is removed in vacuo. The residue is then chromatographed on a silica g... Reactants: ClCCl, ClC(Cl)Cl, CCOC(=O)c1coc(-c2ccc(CO)cc2)n1, O=S(Cl)Cl, c1ccc2[nH]nnc2c1. The product is CCOC(=O)c1coc(-c2ccc(CCl)cc2)n1. Reaction SMILES: [Cl:32][CH2:33][Cl:34].[Cl:35][CH:36]([Cl:37])[Cl:38].[OH:1][CH2:2][c:3]1[cH:4][cH:5][c:6](-[c:9]2[o:10][cH:11][c:12]([C:14](=[O:15])[O:16][CH2:17][CH3:18])[n:13]2)[cH:7][cH:8]1.[S:19]([Cl:20])([Cl:21])=[O:22].[nH:23]1[c:24]2[cH:25][cH:26][cH:27][cH:28][c:29]2[n:30][n:31]1>>[CH2:2]([c:3]1[cH:4][cH:5][c:6](-[c:9]2[o:10][cH:11][c:12]([C:14](=[O:15])[O:16][CH2:17][CH3:18])[n:13]2)[cH:7][cH:8]1)[Cl:21]. Starting materials: C1CCNCC1, CCO, Cc1[nH]c(C=O)c(C)c1CCC(=O)O, CN1C(=O)Cc2c(Nc3ccc(F)c(Cl)c3)ncnc21. Reaction SMILES: [CH2:35]1[CH2:36][CH2:37][NH:38][CH2:39][CH2:40]1.[CH3:41][CH2:42][OH:43].[CH:21](=[O:22])[c:23]1[c:24]([CH3:34])[c:25]([CH2:29][CH2:30][C:31](=[O:32])[OH:33])[c:26]([CH3:28])[nH:27]1.[Cl:1][c:2]1[cH:3][c:4]([NH:9][c:10]2[c:11]3[c:12]([n:13][cH:14][n:15]2)[N:16]([CH3:20])[C:17](=[O:19])[CH2:18]3)[cH:5][cH:6][c:7]1[F:8]>>[Cl:1][c:2]1[cH:3][c:4]([NH:9][c:10]2[c:11]3[c:12]([n:13][cH:14][n:15]2)[N:16]([CH3:20])[C:17](=[O:19])[C:18]3=[CH:21][c:23]2[c:24]([CH3:34])[c:25]([CH2:29][CH2:30][C:31](=[O:32])[OH:33])[c:26]([CH3:28])[nH:27]2)[cH:5][cH:6][c:7]1[F:8]. Yields the product Cc1[nH]c(C=C2C(=O)N(C)c3ncnc(Nc4ccc(F)c(Cl)c4)c32)c(C)c1CCC(=O)O. Reactants: CC(=O)OC(C)=O, ClCCl, Cc1ccc2cccc(OCc3c(Cl)ccc(OCCN)c3Cl)c2n1, c1ccncc1. The product is CC(=O)NCCOc1ccc(Cl)c(COc2cccc3ccc(C)nc23)c1Cl. RXN SMILES: [CH3:32][C:33](=[O:34])[O:35][C:36](=[O:37])[CH3:38].[Cl:39][CH2:40][Cl:41].[NH2:1][CH2:2][CH2:3][O:4][c:5]1[c:6]([Cl:25])[c:7]([CH2:8][O:9][c:10]2[cH:11][cH:12][cH:13][c:14]3[cH:15][cH:16][c:17]([CH3:20])[n:18][c:19]23)[c:21]([Cl:24])[cH:22][cH:23]1.[cH:26]1[cH:27][cH:28][n:29][cH:30][cH:31]1>>[NH:1]([CH2:2][CH2:3][O:4][c:5]1[c:6]([Cl:25])[c:7]([CH2:8][O:9][c:10]2[cH:11][cH:12][cH:13][c:14]3[cH:15][cH:16][c:17]([CH3:20])[n:18][c:19]23)[c:21]([Cl:24])[cH:22][cH:23]1)[C:33]([CH3:32])=[O:34]. Starting materials: C1(=CN2CCSC3=CC=CC1=C23)C=2C(NC(C2C2=CNC3=CC=CC=C23)=O)=O (3-(3,4-Dihydro-5-thia-2a-aza-acenaphthylen-1-yl)-4-(1H-indol-3-yl)-pyrrole-2,5-dione), ClC1=CC(=CC=C1)C(=O)OO (meta-chloroperbenzoic acid), S([O-])(O)=O.[Na+] (sodium bisulfite), C([O-])(O)=O.[Na+] (sodium bicarbonate). The solvent is ClCCl (dichloromethane). Run at time 24 hour. Product: N1C=C(C2=CC=CC=C12)C=1C(NC(C1C1=CN2CCS(C3=CC=CC1=C23)=O)=O)=O (3-(1H-Indol-3-yl)-4-(5-oxo-4,5-dihydro-3H-5-thia-2a-aza-acenaphthylen-1-yl)pyrrole-2,5-dione). RXN SMILES: [C:1]1([C:13]2[C:14](=[O:28])[NH:15][C:16](=[O:27])[C:17]=2[C:18]2[C:26]3[C:21](=[CH:22][CH:23]=[CH:24][CH:25]=3)[NH:20][CH:19]=2)[C:11]2=[C:12]3[C:7](=[CH:8][CH:9]=[CH:10]2)[S:6][CH2:5][CH2:4][N:3]3[CH:2]=1.ClC1C=CC=C(C(OO)=[O:37])C=1.S(=O)(O)[O-].[Na+].C(=O)(O)[O-].[Na+]>ClCCl>[NH:20]1[C:21]2[C:26](=[CH:25][CH:24]=[CH:23][CH:22]=2)[C:18]([C:17]2[C:16](=[O:27])[NH:15][C:14](=[O:28])[C:13]=2[C:1]2[C:11]3=[C:12]4[C:7](=[CH:8][CH:9]=[CH:10]3)[S:6](=[O:37])[CH2:5][CH2:4][N:3]4[CH:2]=2)=[CH:19]1 |f:2.3,4.5|. Reported procedure: To a solution of 3-(3,4-Dihydro-5-thia-2a-aza-acenaphthylen-1-yl)-4-(1H-indol-3-yl)-pyrrole-2,5-dione (0.50 g, 1.3 mmol) in dichloromethane was added meta-chloroperbenzoic acid (0.224 g, 1.3 mmol) at 0° C. The reaction mixture was stirred for 24 hours at room temperature and a saturated solution of sodium bisulfite and sodium bicarbonate (20 mL) was added. The mixture was extracted with ethyl acetate (2×20 mL). The organic layer was subjected to silica gel chromatography, eluting with ethyl acet... The reactants are CC(C)(C)OC(=O)NC1=NC(c2cccc(N=[N+]=[N-])c2)(C(F)F)COC1, C1CCOC1, CCO. Product: CC(C)(C)OC(=O)NC1=NC(c2cccc(N)c2)(C(F)F)COC1. Reaction SMILES: [C:1]([CH3:2])([CH3:3])([CH3:4])[O:5][C:6]([NH:7][C:8]1=[N:13][C:12]([CH:14]([F:15])[F:16])([c:17]2[cH:18][c:19]([N:23]=[N+:24]=[N-:25])[cH:20][cH:21][cH:22]2)[CH2:11][O:10][CH2:9]1)=[O:26].[CH2:30]1[O:31][CH2:32][CH2:33][CH2:34]1.[CH3:27][CH2:28][OH:29]>>[C:1]([CH3:2])([CH3:3])([CH3:4])[O:5][C:6]([NH:7][C:8]1=[N:13][C:12]([CH:14]([F:15])[F:16])([c:17]2[cH:18][c:19]([NH2:23])[cH:20][cH:21][cH:22]2)[CH2:11][O:10][CH2:9]1)=[O:26]. Starting materials: CC(=O)N1CCc2sc(C(=O)CCCCl)cc2C1, Cl, Cl, Fc1ccc2c(C3CCNCC3)noc2c1. The product is CC(=O)N1CCc2sc(C(=O)CCCN3CCC(c4noc5cc(F)ccc45)CC3)cc2C1. RXN SMILES: [C:1]([CH3:2])(=[O:3])[N:4]1[CH2:5][c:6]2[c:7]([s:10][c:11]([C:13]([CH2:14][CH2:15][CH2:16][Cl:17])=[O:18])[cH:12]2)[CH2:8][CH2:9]1.[ClH:19].[ClH:36].[F:20][c:21]1[cH:22][c:23]2[c:24]([c:25]([CH:28]3[CH2:29][CH2:30][NH:31][CH2:32][CH2:33]3)[n:26][o:27]2)[cH:34][cH:35]1>>[C:1]([CH3:2])(=[O:3])[N:4]1[CH2:5][c:6]2[c:7]([s:10][c:11]([C:13]([CH2:14][CH2:15][CH2:16][N:31]3[CH2:30][CH2:29][CH:28]([c:25]4[c:24]5[c:23]([cH:22][c:21]([F:20])[cH:35][cH:34]5)[o:27][n:26]4)[CH2:33][CH2:32]3)=[O:18])[cH:12]2)[CH2:8][CH2:9]1. The reactants are CC(C)(C)OC(=O)N1CCNCC1, Cc1ccc(NC(=O)c2ccc(N3CCN(C(=O)OC(C)(C)C)CC3)nc2)cc1I, Cc1cc(NC(=O)c2ccc(Cl)nc2)ccc1I. As a reaction SMILES: [C:19](=[O:20])([O:21][C:22]([CH3:23])([CH3:24])[CH3:25])[N:26]1[CH2:27][CH2:28][NH:29][CH2:30][CH2:31]1.[C:32]([O:33][C:34]([N:35]1[CH2:36][CH2:37][N:38]([c:39]2[cH:40][cH:41][c:42]([C:43](=[O:44])[NH:45][c:46]3[cH:47][cH:48][c:49]([CH3:50])[c:51]([I:52])[cH:53]3)[cH:54][n:55]2)[CH2:56][CH2:57]1)=[O:58])([CH3:59])([CH3:60])[CH3:61].[Cl:1][c:2]1[n:3][cH:4][c:5]([C:6](=[O:7])[NH:8][c:9]2[cH:10][c:11]([CH3:16])[c:12]([I:15])[cH:13][cH:14]2)[cH:17][cH:18]1>>[c:2]1([N:29]2[CH2:28][CH2:27][N:26]([C:19](=[O:20])[O:21][C:22]([CH3:23])([CH3:24])[CH3:25])[CH2:31][CH2:30]2)[n:3][cH:4][c:5]([C:6](=[O:7])[NH:8][c:9]2[cH:10][c:11]([CH3:16])[c:12]([I:15])[cH:13][cH:14]2)[cH:17][cH:18]1. Product: Cc1cc(NC(=O)c2ccc(N3CCN(C(=O)OC(C)(C)C)CC3)nc2)ccc1I.